Dataset: the Open Reaction Database (ORD), a public repository of structured organic reaction records. Task: describe an organic reaction: reactants, conditions, products, and yield The reactants are Cl.ClC1=CC(=C(C#N)C=C1)NC1=CC(CCC1)=O (4-chloro-2-(3-oxocyclohexen-1-yl)aminobenzonitrile hydrochloride), C(=O)([O-])[O-].[K+].[K+] (K2CO3), CuBr. The reagents and catalysts are S(C)C ((CH3)2S). Run in O1CCCC1 (tetrahydrofuran). Yields the product NC=1C2=CC=C(C=C2N=C2CCCC(C12)=O)Cl (9-Amino-6-chloro-3,4-dihydroacridin-1(2H)-one). Yield: 47.5%. As a reaction SMILES: Cl.[Cl:2][C:3]1[CH:10]=[CH:9][C:6]([C:7]#[N:8])=[C:5]([NH:11][C:12]2[CH2:17][CH2:16][CH2:15][C:14](=[O:18])[CH:13]=2)[CH:4]=1.C([O-])([O-])=O.[K+].[K+]>O1CCCC1.S(C)C>[NH2:8][C:7]1[C:6]2[C:5]([N:11]=[C:12]3[C:13]=1[C:14](=[O:18])[CH2:15][CH2:16][CH2:17]3)=[CH:4][C:3]([Cl:2])=[CH:10][CH:9]=2 |f:0.1,2.3.4|. Reported procedure: In 200 ml of tetrahydrofuran were combined 5.00 g of 4-chloro-2-(3-oxocyclohexen-1-yl)aminobenzonitrile hydrochloride, 4.88 g (2 eq) milled anhydrous K2CO3, and 0.36 g (0.1 eq) of CuBr.(CH3)2S used as a catalyst. The mechanically stirred mixture was refluxed overnight. It was then evaporated to a residue and extracted with several portions of MeOH. The MeOH extract was evaporated and the residue was chromatographed on silica gel and then the purified product was recrystallized from EtOAc to yiel... The reactants are ClC1=CC(=NC=N1)NC1=CC=C(C=C1)OC (6-chloro-N-(4-methoxyphenyl)pyrimidine-4-amine), C1(CCCC1)N (cyclopentylamine), CCN(C(C)C)C(C)C (DIPEA). Run in Cl (hydrochloride), CCCCO (n-BuOH). Reaction conditions: temperature 200 celsius. Product: C1(CCCC1)NC1=NC=NC(=C1)NC1=CC=C(C=C1)OC (N4-Cyclopentyl-N6-(4-methoxyphenyl)pyrimidine-4,6-diamine). Yield: 83.0%. RXN SMILES: Cl[C:2]1[N:7]=[CH:6][N:5]=[C:4]([NH:8][C:9]2[CH:14]=[CH:13][C:12]([O:15][CH3:16])=[CH:11][CH:10]=2)[CH:3]=1.[CH:17]1([NH2:22])[CH2:21][CH2:20][CH2:19][CH2:18]1.CCN(C(C)C)C(C)C>Cl.CCCCO>[CH:17]1([NH:22][C:2]2[CH:3]=[C:4]([NH:8][C:9]3[CH:14]=[CH:13][C:12]([O:15][CH3:16])=[CH:11][CH:10]=3)[N:5]=[CH:6][N:7]=2)[CH2:21][CH2:20][CH2:19][CH2:18]1. Procedure details: 75 mg of 6-chloro-N-(4-methoxyphenyl)pyrimidine-4-amine in the form of a hydrochloride, 26 mg of cyclopentylamine and 90 mg of DIPEA were dissolved in 1 mL of n-BuOH and charged into a microwave vial and the vial obtained was heated to 200° C. for 45 minutes under microwave irradiation. The reaction was monitored by TLC. The crude product was obtained by evaporating n-BuOH. Purification was carried out by column chromatography using EtOAc. N4-Cyclopentyl-N6-(4-methoxyphenyl)pyrimidine-4,6-diamin... Reactants: BrC1=CC=CC(=N1)NC(=O)C1=CC=C(OC2=C(C=C3C(CCOC3=C2)C(=O)OCC)Cl)C=C1 (ethyl 7-(4-(6-bromopyridin-2-ylcarbamoyl)phenoxy)-6-chlorochroman-4-carboxylate), [Br-].C(C)(C)(C)[Zn+] (tert-butylzinc bromide). Reagents/catalysts: C=1C=CC(=CC1)/C=C/C(=O)/C=C/C2=CC=CC=C2.C=1C=CC(=CC1)/C=C/C(=O)/C=C/C2=CC=CC=C2.C=1C=CC(=CC1)/C=C/C(=O)/C=C/C2=CC=CC=C2.[Pd].[Pd] (tris(dibenzylideneacetone)dipalladium). Reaction conditions: time 1 hour. The product is C(C)(C)(C)C1=CC=CC(=N1)NC(=O)C1=CC=C(OC2=C(C=C3C(CCOC3=C2)C(=O)OCC)Cl)C=C1 (ethyl 7-(4-(6-tert-butylpyridin-2-ylcarbamoyl)phenoxy)-6-chlorochroman-4-carboxylate). Isolated yield 28.6%. As a reaction SMILES: Br[C:2]1[N:7]=[C:6]([NH:8][C:9]([C:11]2[CH:33]=[CH:32][C:14]([O:15][C:16]3[CH:25]=[C:24]4[C:19]([CH:20]([C:26]([O:28][CH2:29][CH3:30])=[O:27])[CH2:21][CH2:22][O:23]4)=[CH:18][C:17]=3[Cl:31])=[CH:13][CH:12]=2)=[O:10])[CH:5]=[CH:4][CH:3]=1.[Br-].[C:35]([Zn+])([CH3:38])([CH3:37])[CH3:36]>C1C=CC(/C=C/C(/C=C/C2C=CC=CC=2)=O)=CC=1.C1C=CC(/C=C/C(/C=C/C2C=CC=CC=2)=O)=CC=1.C1C=CC(/C=C/C(/C=C/C2C=CC=CC=2)=O)=CC=1.[Pd].[Pd]>[C:35]([C:2]1[N:7]=[C:6]([NH:8][C:9]([C:11]2[CH:12]=[CH:13][C:14]([O:15][C:16]3[CH:25]=[C:24]4[C:19]([CH:20]([C:26]([O:28][CH2:29][CH3:30])=[O:27])[CH2:21][CH2:22][O:23]4)=[CH:18][C:17]=3[Cl:31])=[CH:32][CH:33]=2)=[O:10])[CH:5]=[CH:4][CH:3]=1)([CH3:38])([CH3:37])[CH3:36] |f:1.2,3.4.5.6.7|. Procedure details: Ethyl 7-(4-(6-bromopyridin-2-ylcarbamoyl)phenoxy)-6-chlorochroman-4-carboxylate (Example 52, Step A; 30 mg, 0.056 mmol) and bis(tri-t-butylphosphine)palladium (0) (14 mg, 0.028 mmol) were diluted with tert-butylzinc bromide (113 μl, 0.056 mmol) and stirred for 1 hour. The reaction was loaded onto silica gel and eluted with 5% ethyl acetate/hexanes to 70% ethyl acetate/hexanes to yield the desired compound (8 mg, 0.016 mmol, 56% yield).